This data is from the Open Reaction Database (ORD), a public repository of structured organic reaction records. The task is: describe an organic reaction: reactants, conditions, products, and yield Procedure: The title compound 151 is prepared according to the procedure reported in Example 38.1 with compound 98 (50 mg, 0.148 mmol) and benzyl bromide (36 μL, 2 equiv) as reactants. Pale yellow solid. (Yield 55.2 mg, 87%). Starting materials: COC=1C=C2C/C(/C(C2=CC1OC)=O)=C\C1=C(C=NC=C1)C(=O)NC (4-[(E)-(5,6-dimethoxy-1-oxo-indan-2-ylidene)methyl]-N-methyl-pyridine-3-carboxamide), C(C1=CC=CC=C1)Br (benzyl bromide). As a reaction SMILES: [CH3:1][O:2][C:3]1[CH:4]=[C:5]2[C:9](=[CH:10][C:11]=1[O:12][CH3:13])[C:8](=[O:14])/[C:7](=[CH:15]/[C:16]1[CH:21]=[CH:20][N:19]=[CH:18][C:17]=1[C:22]([NH:24][CH3:25])=[O:23])/[CH2:6]2.[CH2:26]([Br:33])[C:27]1[CH:32]=[CH:31][CH:30]=[CH:29][CH:28]=1>>[Br-:33].[CH2:26]([N+:19]1[CH:20]=[CH:21][C:16](/[CH:15]=[C:7]2/[C:8](=[O:14])[C:9]3[C:5]([CH2:6]/2)=[CH:4][C:3]([O:2][CH3:1])=[C:11]([O:12][CH3:13])[CH:10]=3)=[C:17]([C:22]([NH:24][CH3:25])=[O:23])[CH:18]=1)[C:27]1[CH:32]=[CH:31][CH:30]=[CH:29][CH:28]=1 |f:2.3|. The product is [Br-].C(C1=CC=CC=C1)[N+]1=CC(=C(C=C1)/C=C\1/C(C2=CC(=C(C=C2C1)OC)OC)=O)C(=O)NC (1-benzyl-4-[(E)-(5,6-dimethoxy-1-oxo-indan-2-ylidene)methyl]-N-methyl-pyridin-1-ium-3-carboxamide bromide). Reactants: N1(CCCCC1)CC1=CC(=NC=C1)OC\C=C/CN (4-(4-piperidinomethyl-2-pyridyloxy) -cis-2-butenylamine), NC1=C(SC=C1)C(=O)O (3-amino-2-thiophenecarboxylic acid). Yields the product NC1=C(SC=C1)C(=O)NC\C=C/COC1=NC=CC(=C1)CN1CCCCC1 (3-Amino-N-[4-(4-piperidinomethyl-2-pyridyloxy) -cis-2-butenyl]thiophene-2-carboxamide). Isolated yield 40.0%. As a reaction SMILES: [N:1]1([CH2:7][C:8]2[CH:13]=[CH:12][N:11]=[C:10]([O:14][CH2:15]/[CH:16]=[CH:17]\[CH2:18][NH2:19])[CH:9]=2)[CH2:6][CH2:5][CH2:4][CH2:3][CH2:2]1.[NH2:20][C:21]1[CH:25]=[CH:24][S:23][C:22]=1[C:26](O)=[O:27]>>[NH2:20][C:21]1[CH:25]=[CH:24][S:23][C:22]=1[C:26]([NH:19][CH2:18]/[CH:17]=[CH:16]\[CH2:15][O:14][C:10]1[CH:9]=[C:8]([CH2:7][N:1]2[CH2:6][CH2:5][CH2:4][CH2:3][CH2:2]2)[CH:13]=[CH:12][N:11]=1)=[O:27]. Procedure details: Following a procedure similar to that described in Example 13, but using 4-(4-piperidinomethyl-2-pyridyloxy) -cis-2-butenylamine and 3-amino-2-thiophenecarboxylic acid as starting materials, in relative proportions similar to those used in that Example, the title compound was obtained as colorless needles, melting at 138°-140° C., in a 40% yield.